Dataset: the Open Reaction Database (ORD), a public repository of structured organic reaction records. Task: describe an organic reaction: reactants, conditions, products, and yield The product is Fc1cccc(Nc2cc(-c3ccnc(NC4CCCC4)n3)ccn2)c1. The reactants are Clc1cc(-c2ccnc(NC3CCCC3)n2)ccn1, Nc1cccc(F)c1. RXN SMILES: [Cl:1][c:2]1[n:3][cH:4][cH:5][c:6](-[c:8]2[n:9][c:10]([NH:14][CH:15]3[CH2:16][CH2:17][CH2:18][CH2:19]3)[n:11][cH:12][cH:13]2)[cH:7]1.[NH2:20][c:21]1[cH:22][cH:23][cH:24][c:25]([F:26])[cH:27]1>>[c:2]1([NH:20][c:21]2[cH:22][cH:23][cH:24][c:25]([F:26])[cH:27]2)[n:3][cH:4][cH:5][c:6](-[c:8]2[n:9][c:10]([NH:14][CH:15]3[CH2:16][CH2:17][CH2:18][CH2:19]3)[n:11][cH:12][cH:13]2)[cH:7]1. Starting materials: Br, CCOC(=O)c1nc(N)sc1C(C)=O, CC(=O)O, O. The product is CCOC(=O)c1nc(N)sc1C(=O)CBr. Reaction SMILES: [BrH:15].[C:1]([CH3:2])(=[O:3])[c:4]1[c:5]([C:10](=[O:11])[O:12][CH2:13][CH3:14])[n:6][c:7]([NH2:9])[s:8]1.[CH3:17][C:18](=[O:19])[OH:20].[OH2:16]>>[C:1]([CH2:2][Br:15])(=[O:3])[c:4]1[c:5]([C:10](=[O:11])[O:12][CH2:13][CH3:14])[n:6][c:7]([NH2:9])[s:8]1. The reactants are COC(=O)c1coc2c(OC(C)c3c(Cl)ccc(F)c3Cl)c(N)ncc12, Cl. The product is CC(Oc1c(N)ncc2c(C(=O)O)coc12)c1c(Cl)ccc(F)c1Cl. RXN SMILES: [CH3:1][O:2][C:3](=[O:4])[c:5]1[cH:6][o:7][c:8]2[c:9]1[cH:10][n:11][c:12]([NH2:26])[c:13]2[O:14][CH:15]([CH3:16])[c:17]1[c:18]([Cl:25])[c:19]([F:24])[cH:20][cH:21][c:22]1[Cl:23].[ClH:27]>>[O:2]=[C:3]([OH:4])[c:5]1[cH:6][o:7][c:8]2[c:9]1[cH:10][n:11][c:12]([NH2:26])[c:13]2[O:14][CH:15]([CH3:16])[c:17]1[c:18]([Cl:25])[c:19]([F:24])[cH:20][cH:21][c:22]1[Cl:23]. Starting materials: CC(=O)C1C(=O)CC(c2ccc(F)cc2)CC1=O, CC(=O)[O-], O=C1CC(=O)CC(c2ccccc2F)C1, [Na+]. Yields the product CC(=O)C1C(=O)CC(c2ccccc2F)CC1=O. RXN SMILES: [C:21]([CH:22]1[C:23](=[O:24])[CH2:25][CH:26]([c:27]2[cH:28][cH:29][c:30]([F:31])[cH:32][cH:33]2)[CH2:34][C:35]1=[O:36])(=[O:37])[CH3:38].[CH3:17][C:18]([O-:19])=[O:20].[F:1][c:2]1[c:3]([CH:8]2[CH2:9][C:10](=[O:15])[CH2:11][C:12](=[O:14])[CH2:13]2)[cH:4][cH:5][cH:6][cH:7]1.[Na+:16]>>[F:1][c:2]1[c:3]([CH:8]2[CH2:9][C:10](=[O:15])[CH:11]([C:18]([CH3:17])=[O:19])[C:12](=[O:14])[CH2:13]2)[cH:4][cH:5][cH:6][cH:7]1. The reactants are O=C(O)CCCCCCCCCCCCCCCCCCC(=O)O, CN(C)c1ccccn1, Cl, C1CCOC1, c1ccc2[nH]nnc2c1. Product: O=C(O)CCCCCCCCCCCCCCCCCCC(=O)n1nnc2ccccc21. RXN SMILES: [C:1]([CH2:2][CH2:3][CH2:4][CH2:5][CH2:6][CH2:7][CH2:8][CH2:9][CH2:10][CH2:11][CH2:12][CH2:13][CH2:14][CH2:15][CH2:16][CH2:17][CH2:18][CH2:19][C:20](=[O:21])[OH:22])(=[O:23])[OH:24].[CH3:35][N:36]([c:37]1[cH:38][cH:39][cH:40][cH:41][n:42]1)[CH3:43].[ClH:34].[O:44]1[CH2:45][CH2:46][CH2:47][CH2:48]1.[nH:25]1[n:26][n:27][c:28]2[c:29]1[cH:30][cH:31][cH:32][cH:33]2>>[C:1]([CH2:2][CH2:3][CH2:4][CH2:5][CH2:6][CH2:7][CH2:8][CH2:9][CH2:10][CH2:11][CH2:12][CH2:13][CH2:14][CH2:15][CH2:16][CH2:17][CH2:18][CH2:19][C:20](=[O:21])[OH:22])(=[O:24])[n:25]1[n:26][n:27][c:28]2[c:29]1[cH:30][cH:31][cH:32][cH:33]2.